This data is from the Open Reaction Database (ORD), a public repository of structured organic reaction records. The task is: describe an organic reaction: reactants, conditions, products, and yield Starting materials: CCCCCCCCCCCCCCCCCCOc1cc(OCc2ccccc2)cc(C(=O)O)c1, [Cl-], COC(=O)CNCC(=O)OC, O=S(Cl)Cl. Yields the product CCCCCCCCCCCCCCCCCCOc1cc(OCc2ccccc2)cc(C(=O)N(CC(=O)OC)CC(=O)OC)c1. As a reaction SMILES: [CH2:1]([CH2:2][CH2:3][CH2:4][CH2:5][CH2:6][CH2:7][CH2:8][CH2:9][CH2:10][CH2:11][CH2:12][CH2:13][CH2:14][CH2:15][CH2:16][CH2:17][CH3:18])[O:19][c:20]1[cH:21][c:22]([C:23](=[O:24])[OH:25])[cH:26][c:27]([O:29][CH2:30][c:31]2[cH:32][cH:33][cH:34][cH:35][cH:36]2)[cH:28]1.[Cl-:37].[NH:42]([CH2:43][C:44](=[O:45])[O:46][CH3:47])[CH2:48][C:49](=[O:50])[O:51][CH3:52].[S:38]([Cl:39])([Cl:40])=[O:41]>>[CH2:1]([CH2:2][CH2:3][CH2:4][CH2:5][CH2:6][CH2:7][CH2:8][CH2:9][CH2:10][CH2:11][CH2:12][CH2:13][CH2:14][CH2:15][CH2:16][CH2:17][CH3:18])[O:19][c:20]1[cH:21][c:22]([C:23](=[O:25])[N:42]([CH2:43][C:44](=[O:45])[O:46][CH3:47])[CH2:48][C:49](=[O:50])[O:51][CH3:52])[cH:26][c:27]([O:29][CH2:30][c:31]2[cH:32][cH:33][cH:34][cH:35][cH:36]2)[cH:28]1. As a reaction SMILES: [C:1]([CH3:2])([CH3:3])([CH3:4])[O:5][C:6](=[O:7])[NH:8][CH:9]([CH:10]([C:11](=[O:12])[O:13][CH3:14])[CH3:15])[C:16]([N:17]1[CH2:18][CH2:19][CH2:20][CH2:21]1)=[O:22].[CH2:25]1[O:26][CH2:27][CH2:28][CH2:29]1.[Li+:23].[OH-:24].[OH2:30]>>[C:1]([CH3:2])([CH3:3])([CH3:4])[O:5][C:6](=[O:7])[NH:8][CH:9]([CH:10]([C:11](=[O:12])[OH:13])[CH3:15])[C:16]([N:17]1[CH2:18][CH2:19][CH2:20][CH2:21]1)=[O:22]. Product: CC(C(=O)O)C(NC(=O)OC(C)(C)C)C(=O)N1CCCC1. The reactants are COC(=O)C(C)C(NC(=O)OC(C)(C)C)C(=O)N1CCCC1, C1CCOC1, [Li+], [OH-], O. Starting materials: ClC1=NC2=CC(=CC=C2N=C1)C(F)(F)F (2-chloro-7-trifluoromethyl-quinoxaline), N[C@H]1CN(CC1)C(=O)C1=C(C=CC(=C1)C)C(F)(F)F (((R)-3-Amino-pyrrolidin-1-yl)-(5-methyl-2-trifluoromethyl-phenyl)-methanone), N[C@H]1CN(CC1)C(=O)C1=C(C=CC(=C1)C)C(F)(F)F (((R)-3-Amino-pyrrolidin-1-yl)-(5-methyl-2-trifluoromethyl-phenyl)-methanone). Yields the product CC=1C=CC(=C(C1)C(=O)N1C[C@@H](CC1)NC1=NC2=CC(=CC=C2N=C1)C(F)(F)F)C(F)(F)F ((5-Methyl-2-trifluoromethyl-phenyl)-[(R)-3-(7-trifluoromethyl-quinoxalin-2-ylamino)-pyrrolidin-1-yl]-methanone). As a reaction SMILES: Cl[C:2]1[CH:11]=[N:10][C:9]2[C:4](=[CH:5][C:6]([C:12]([F:15])([F:14])[F:13])=[CH:7][CH:8]=2)[N:3]=1.[NH2:16][C@@H:17]1[CH2:21][CH2:20][N:19]([C:22]([C:24]2[CH:29]=[C:28]([CH3:30])[CH:27]=[CH:26][C:25]=2[C:31]([F:34])([F:33])[F:32])=[O:23])[CH2:18]1>>[CH3:30][C:28]1[CH:27]=[CH:26][C:25]([C:31]([F:34])([F:32])[F:33])=[C:24]([C:22]([N:19]2[CH2:20][CH2:21][C@@H:17]([NH:16][C:2]3[CH:11]=[N:10][C:9]4[C:4](=[CH:5][C:6]([C:12]([F:15])([F:14])[F:13])=[CH:7][CH:8]=4)[N:3]=3)[CH2:18]2)=[O:23])[CH:29]=1. Procedure: In analogy to the procedure described for example 200, the title compound was prepared from 2-chloro-7-trifluoromethyl-quinoxaline and ((R)-3-amino-pyrrolidin-1-yl)-(5-methyl-2-trifluoromethyl-phenyl)-methanone (intermediate 13). (M+H+) 469.2.